From a dataset of the Open Reaction Database (ORD), a public repository of structured organic reaction records. describe an organic reaction: reactants, conditions, products, and yield Reactants: [Br-], O=C([O-])[O-], CCCC[N+](CCCC)(CCCC)CCCC, OB(O)c1ccc(Cl)cc1, CC1(C)CCC(Cl)=C(C=O)C1, [K+], [K+], CC(=O)[O-], CC(=O)[O-], [Pd+2]. The product is CC1(C)CCC(c2ccc(Cl)cc2)=C(C=O)C1. RXN SMILES: [Br-:28].[C:22](=[O:23])([O-:24])[O-:25].[CH2:29]([N+:30]([CH2:31][CH2:32][CH2:33][CH3:34])([CH2:35][CH2:36][CH2:37][CH3:38])[CH2:39][CH2:40][CH2:41][CH3:42])[CH2:43][CH2:44][CH3:45].[Cl:12][c:13]1[cH:14][cH:15][c:16]([B:19]([OH:20])[OH:21])[cH:17][cH:18]1.[Cl:1][C:2]1=[C:3]([CH:10]=[O:11])[CH2:4][C:5]([CH3:8])([CH3:9])[CH2:6][CH2:7]1.[K+:26].[K+:27].[O-:47][C:48]([CH3:49])=[O:50].[O-:51][C:52]([CH3:53])=[O:54].[Pd+2:46]>>[C:2]1([c:16]2[cH:15][cH:14][c:13]([Cl:12])[cH:18][cH:17]2)=[C:3]([CH:10]=[O:11])[CH2:4][C:5]([CH3:8])([CH3:9])[CH2:6][CH2:7]1. Starting materials: FC1=C(C=CC(=C1)F)C(C)=O (2', 4'-difluoroacetophenone), FC(C(=O)OCC)(F)F (ethyl trifluoroacetate), ice water, C(C)(=O)O (acetic acid), C[O-].[Na+] (sodium methoxide), CO (methanol). Solvent: C(C)OCC (diethyl ether). Conditions: temperature 25 celsius, time 8 hour. Yields the product FC1=C(C=CC(=C1)F)C(=CC(C(F)(F)F)=O)O (4-(2,4-difluorophenyl)-1,1,1-trifluoro-4-hydroxy-3-buten-2-one). Yield: 97.4%. Reaction SMILES: [F:1][C:2]1[CH:7]=[C:6]([F:8])[CH:5]=[CH:4][C:3]=1[C:9](=[O:11])[CH3:10].[F:12][C:13]([F:20])([F:19])[C:14](OCC)=[O:15].C[O-].[Na+].CO.C(O)(=O)C>C(OCC)C>[F:1][C:2]1[CH:7]=[C:6]([F:8])[CH:5]=[CH:4][C:3]=1[C:9]([OH:11])=[CH:10][C:14](=[O:15])[C:13]([F:20])([F:19])[F:12] |f:2.3|. Procedure details: To a solution of 40.0 g (0.256 moles) 2', 4'-difluoroacetophenone (commercially available) in 400 mL diethyl ether at 0° C. was added 40 mL (0.405 moles) ethyl trifluoroacetate. At 5° C., 80 mL of a 25% wt. sodium methoxide in methanol (0.37 moles) were added over 15 minutes. The reaction mixture was stirred overnight at 25° C. The mixture was poured over 300 mL ice water and 21.3 mL (0.37 moles) acetic acid were added. The organic layer was washed two times with water, dried over anhydrous MgSO... The reactants are NC1=C(C=C(C=C1)O)C (4-amino-3-methylphenol), OCC(=O)C1=CC=CC=C1 (2-hydroxyacetophenone), C1(=CC=C(C=C1)S(=O)(=O)O)C (p-toluenesulfonic acid). Solvent: O (water), O (water), O (water), C1(=CC=CC=C1)C (toluene). Run at time 50 hour. Yields the product OC1=C(C=CC=C1)C(C)=NC1=C(C=C(C=C1)O)C (4-[1-(2-hydroxyphenyl)ethylideneamino]-3-methylphenol). The yield is 840.0%. RXN SMILES: [NH2:1][C:2]1[CH:7]=[CH:6][C:5]([OH:8])=[CH:4][C:3]=1[CH3:9].O[CH2:11][C:12]([C:14]1[CH:19]=[CH:18][CH:17]=[CH:16][CH:15]=1)=O.C1(C)C=CC(S(O)(=O)=[O:27])=CC=1>O.C1(C)C=CC=CC=1>[OH:27][C:15]1[CH:16]=[CH:17][CH:18]=[CH:19][C:14]=1[C:12](=[N:1][C:2]1[CH:7]=[CH:6][C:5]([OH:8])=[CH:4][C:3]=1[CH3:9])[CH3:11]. Procedure: To a 1 liter round bottom flask equipped with a water collector, water condenser, magnetic stirrer and drying tube was added 12.32 grams (0.10 mole) of 4-amino-3-methylphenol, 14.30 grams (0.105 mole) of 2-hydroxyacetophenone, 0.6 grams (0.005 moles) of p-toluenesulfonic acid and 500 milliliters of toluene. The resulting reaction mixture was stirred and refluxed for 100 hours during which time water was collected from the reaction. After the stirring and refluxing period, the reaction mixture wa... The reactants are [Al+3], CCOCC, CC(CC(F)(F)F)C(=O)N1C(=O)OC(c2ccccc2)C1C, [H-], [H-], [H-], [H-], [Li+], O. Product: CC1NC(=O)OC1c1ccccc1. Reaction SMILES: [Al+3:2].[CH3:30][CH2:31][O:32][CH2:33][CH3:34].[CH3:7][CH:8]1[N:9]([C:20](=[O:21])[CH:22]([CH3:23])[CH2:24][C:25]([F:26])([F:27])[F:28])[C:10](=[O:19])[O:11][CH:12]1[c:13]1[cH:14][cH:15][cH:16][cH:17][cH:18]1.[H-:1].[H-:4].[H-:5].[H-:6].[Li+:3].[OH2:29]>>[CH3:7][CH:8]1[NH:9][C:10](=[O:19])[O:11][CH:12]1[c:13]1[cH:14][cH:15][cH:16][cH:17][cH:18]1. Starting materials: BrC=1C=C2CCN(C2=CC1)C(CC1=CC=CC=C1)=O (5-bromo-1-(phenylacetyl)-2,3-dihydro-1H-indole), B1(OC(C(O1)(C)C)(C)C)B2OC(C(O2)(C)C)(C)C (bis(pinacolato)diboron), C(C)(=O)[O-].[K+] (potassium acetate), BrC1=CN(C=2N=CN=C(C21)N)C (5-bromo-7-methyl-7H-pyrrolo[2,3-d]pyrimidin-4-amine), C(=O)(O)[O-].[Na+] (NaHCO3). Reagents/catalysts: C1=CC=C(C=C1)P([C-]2C=CC=C2)C3=CC=CC=C3.C1=CC=C(C=C1)P([C-]2C=CC=C2)C3=CC=CC=C3.Cl[Pd]Cl.[Fe+2].C(Cl)Cl (PdCl2(dppf) CH2Cl2), C1=CC=C(C=C1)P([C-]2C=CC=C2)C3=CC=CC=C3.C1=CC=C(C=C1)P([C-]2C=CC=C2)C3=CC=CC=C3.Cl[Pd]Cl.[Fe+2].C(Cl)Cl (PdCl2(dppf) CH2Cl2). The solvent is CCOCC (Et2O), O1CCOCC1 (1,4-dioxane). Conditions: time 3 hour. The product is title compound, CN1C=C(C2=C1N=CN=C2N)C=2C=C1CCN(C1=CC2)C(CC2=CC=CC=C2)=O (7-methyl-5-[1-(phenylacetyl)-2,3-dihydro-1H-indol-5-yl]-7H-pyrrolo[2,3-d]pyrimidin-4-amine). Isolated yield 13.0%. RXN SMILES: Br[C:2]1[CH:3]=[C:4]2[C:8](=[CH:9][CH:10]=1)[N:7]([C:11](=[O:19])[CH2:12][C:13]1[CH:18]=[CH:17][CH:16]=[CH:15][CH:14]=1)[CH2:6][CH2:5]2.B1(B2OC(C)(C)C(C)(C)O2)OC(C)(C)C(C)(C)O1.C([O-])(=O)C.[K+].Br[C:44]1[C:52]2[C:51]([NH2:53])=[N:50][CH:49]=[N:48][C:47]=2[N:46]([CH3:54])[CH:45]=1.C([O-])(O)=O.[Na+]>C1C=CC(P(C2C=CC=CC=2)[C-]2C=CC=C2)=CC=1.C1C=CC(P(C2C=CC=CC=2)[C-]2C=CC=C2)=CC=1.Cl[Pd]Cl.[Fe+2].C(Cl)Cl.CCOCC.O1CCOCC1>[CH3:54][N:46]1[C:47]2[N:48]=[CH:49][N:50]=[C:51]([NH2:53])[C:52]=2[C:44]([C:2]2[CH:3]=[C:4]3[C:8](=[CH:9][CH:10]=2)[N:7]([C:11](=[O:19])[CH2:12][C:13]2[CH:18]=[CH:17][CH:16]=[CH:15][CH:14]=2)[CH2:6][CH2:5]3)=[CH:45]1 |f:2.3,5.6,7.8.9.10.11|. Reported procedure: To a mixture of 5-bromo-1-(phenylacetyl)-2,3-dihydro-1H-indole (139 mg, 0.440 mmol), bis(pinacolato)diboron (117 mg, 0.462 mmol), and potassium acetate (130 mg, 1.321 mmol) was added 1,4-dioxane (6 mL), and the mixture was degassed with N2 for 10 minutes. PdCl2(dppf)-CH2Cl2 adduct (19.08 mg, 0.023 mmol) was added, and the reaction mixture was stirred for 3 hours at 100 C into a sealed vessel. The reaction was cooled down to room temperature. 5-bromo-7-methyl-7H-pyrrolo[2,3-d]pyrimidin-4-amine (1... Reactants: CN(C)c1ccccc1S, C[O-], CO, ClCc1nc(CSc2ccc(Cl)cc2)no1, [Na+]. Yields the product CN(C)c1ccccc1SCc1nc(CSc2ccc(Cl)cc2)no1. RXN SMILES: [CH3:1][N:2]([c:3]1[c:4]([SH:9])[cH:5][cH:6][cH:7][cH:8]1)[CH3:10].[CH3:27][O-:28].[CH3:30][OH:31].[Cl:11][CH2:12][c:13]1[n:14][c:15]([CH2:18][S:19][c:20]2[cH:21][cH:22][c:23]([Cl:26])[cH:24][cH:25]2)[n:16][o:17]1.[Na+:29]>>[CH3:1][N:2]([c:3]1[c:4]([S:9][CH2:12][c:13]2[n:14][c:15]([CH2:18][S:19][c:20]3[cH:21][cH:22][c:23]([Cl:26])[cH:24][cH:25]3)[n:16][o:17]2)[cH:5][cH:6][cH:7][cH:8]1)[CH3:10].